Task: describe an organic reaction: reactants, conditions, products, and yield. Dataset: the Open Reaction Database (ORD), a public repository of structured organic reaction records Reactants: N1=C(C=CC=C1)OC1=CC=C(C=O)C=C1 (4-(pyridin-2-yloxy)-benzaldehyde), C(C)(=O)O (acetic acid), [N+](=O)([O-])C (nitromethane), C(C)(=O)[O-].[NH4+] (ammonium acetate). Run in O (water). Conditions: temperature 100 celsius, time 30 minute. Yields the product [N+](=O)([O-])/C=C/C1=CC=C(OC2=NC=CC=C2)C=C1 (2-(4-((E)-2-Nitro-vinyl)-phenoxy)-pyridine). Isolated yield 87.0%. Reaction SMILES: [N:1]1[CH:6]=[CH:5][CH:4]=[CH:3][C:2]=1[O:7][C:8]1[CH:15]=[CH:14][C:11]([CH:12]=O)=[CH:10][CH:9]=1.[N+:16]([CH3:19])([O-:18])=[O:17].C([O-])(=O)C.[NH4+].C(O)(=O)C>O>[N+:16](/[CH:19]=[CH:12]/[C:11]1[CH:14]=[CH:15][C:8]([O:7][C:2]2[CH:3]=[CH:4][CH:5]=[CH:6][N:1]=2)=[CH:9][CH:10]=1)([O-:18])=[O:17] |f:2.3|. Procedure details: A mixture of 4-(pyridin-2-yloxy)-benzaldehyde (9.3 g, 47 mmol) described in Manufacturing Example 209-1-1, nitromethane (14 g, 230 mmol), ammonium acetate (11 g, 140 mmol), and acetic acid (50 mL) was stirred for 1 hour and 30 minutes at 100° C. This mixture was cooled to room temperature, and water was added to precipitate a solid. The solid was filtered to obtain the title compound (9.9 g, 87%). The reactants are O (water), C(C1=CC=CC=C1)OC(NC(C)(C=1NC(C=C(N1)C1=NC=NC=C1)=O)C)=O ([1-Methyl-1-(6-oxo-1,6-dihydro-[4,4′]bipyrimidinyl-2-yl)-ethyl]-carbamic acid benzyl ester), COS(=O)(=O)OC (dimethylsulfate), [H-].[Li+] (lithium hydride). Run in O1CCOCC1 (dioxane). Run at temperature 40 celsius, time 45 minute. Yields the product C(C1=CC=CC=C1)OC(NC(C)(C=1N(C(C=C(N1)C1=NC=NC=C1)=O)C)C)=O ([1-Methyl-1-(1-methyl-6-oxo-1,6-dihydro-[4,4′]bipyrimidinyl-2-yl)-ethyl]-carbamic acid benzyl ester). Yield: 11.0%. RXN SMILES: [CH2:1]([O:8][C:9](=[O:27])[NH:10][C:11]([CH3:26])([C:13]1[NH:14][C:15](=[O:25])[CH:16]=[C:17]([C:19]2[CH:24]=[CH:23][N:22]=[CH:21][N:20]=2)[N:18]=1)[CH3:12])[C:2]1[CH:7]=[CH:6][CH:5]=[CH:4][CH:3]=1.[H-].[Li+].[CH3:30]OS(OC)(=O)=O.O>O1CCOCC1>[CH2:1]([O:8][C:9](=[O:27])[NH:10][C:11]([CH3:12])([C:13]1[N:14]([CH3:30])[C:15](=[O:25])[CH:16]=[C:17]([C:19]2[CH:24]=[CH:23][N:22]=[CH:21][N:20]=2)[N:18]=1)[CH3:26])[C:2]1[CH:3]=[CH:4][CH:5]=[CH:6][CH:7]=1 |f:1.2|. Reported procedure: To a suspension of 0.13 g (0.36 mmol) of [1-Methyl-1-(6-oxo-1,6-dihydro-[4,4′]bipyrimidinyl-2-yl)-ethyl]-carbamic acid benzyl ester in 1.5 mL of anhydrous dioxane was added 0.003 g (0.39 mmol) of lithium hydride. The resulting mixture was allowed to stir at 40° C. for 45 minutes. After cooling down to room temperature, 0.058 g (0.46 mmol) of dimethylsulfate was added and reaction mixture was heated at 60° C. for 12 h. After cooling to 0° C., water was added and the mixture extracted with ethyl a... Starting materials: ClC1=NC(=CC(=N1)Cl)Cl.ClC1=NC(=CC(=N1)NC1CCCC1)Cl (2,6-dichloro-4-cyclopentylaminopyrimidine 2,4,6-Trichloropyrimidine), C1(CCCC1)N (cyclopentylamine). Product: C1(CCCC1)NC1=NC(=CC(=N1)Cl)Cl (2-cyclopentylamino-4,6-dichloropyrimidine). Isolated yield 35.2%. As a reaction SMILES: Cl[C:2]1[N:7]=[C:6]([Cl:8])[CH:5]=[C:4]([Cl:9])[N:3]=1.ClC1N=C([NH:17][CH:18]2[CH2:22][CH2:21][CH2:20][CH2:19]2)C=C(Cl)N=1.C1(N)CCCC1>>[CH:18]1([NH:17][C:2]2[N:7]=[C:6]([Cl:8])[CH:5]=[C:4]([Cl:9])[N:3]=2)[CH2:22][CH2:21][CH2:20][CH2:19]1 |f:0.1|. Procedure details: Preparation of 2-cyclopentylamino-4,6-dichloroplrrimidine and 2,6-dichloro-4-cyclopentylaminopyrimidine 2,4,6-Trichloropyrimidine is reacted with cyclopentylamine as described in Example 2 to obtain the less polar 2-cyclopentylamino-4,6-dichloropyrimidine in a yield of 35.2%, m.p.: 48°-52° C. Reactants: Cc1ncc[nH]1, Cn1c2c(c3ccccc31)C(=O)C(CCl)CC2, CN(C)C=O. Yields the product Cc1nccn1CC1CCc2c(c3ccccc3n2C)C1=O. As a reaction SMILES: [CH3:18][c:19]1[nH:20][cH:21][cH:22][n:23]1.[Cl:1][CH2:2][CH:3]1[CH2:4][CH2:5][c:6]2[n:7]([CH3:17])[c:8]3[cH:9][cH:10][cH:11][cH:12][c:13]3[c:14]2[C:15]1=[O:16].[O:24]=[CH:25][N:26]([CH3:27])[CH3:28]>>[CH2:2]([CH:3]1[CH2:4][CH2:5][c:6]2[n:7]([CH3:17])[c:8]3[cH:9][cH:10][cH:11][cH:12][c:13]3[c:14]2[C:15]1=[O:16])[n:20]1[c:19]([CH3:18])[n:23][cH:22][cH:21]1.